The task is: describe an organic reaction: reactants, conditions, products, and yield. This data is from the Open Reaction Database (ORD), a public repository of structured organic reaction records. The reactants are C1=CN2CCCC3=CC(=CC1=C23)[C@@H]2C(NC([C@@H]2C2=CNC3=CC=CC=C23)=O)=O ((±)-cis-3-(5,6-dihydro-4H-pyrrolo[3,2,1-ij]quinolin-8-yl)-4-(1H-indol-3-yl)-pyrrolidine-2,5-dione), CC(C)([O-])C.[K+] (potassium tert-butoxide). Run in O1CCCC1 (tetrahydrofuran). Conditions: temperature 50 celsius, time 1 hour. Yields the product C1=CN2CCCC3=CC(=CC1=C23)[C@@H]2C(NC([C@H]2C2=CNC3=CC=CC=C23)=O)=O ((±)-trans-3-(5,6-dihydro-4H-pyrrolo[3,2,1-ij]quinolin-8-yl)-4-(1H-indol-3-yl)-pyrrolidine-2,5-dione). Yield: 6.0%. RXN SMILES: [CH:1]1[C:11]2=[C:12]3[C:7](=[CH:8][C:9]([C@H:13]4[C@@H:17]([C:18]5[C:26]6[C:21](=[CH:22][CH:23]=[CH:24][CH:25]=6)[NH:20][CH:19]=5)[C:16](=[O:27])[NH:15][C:14]4=[O:28])=[CH:10]2)[CH2:6][CH2:5][CH2:4][N:3]3[CH:2]=1.CC(C)([O-])C.[K+]>O1CCCC1>[CH:1]1[C:11]2=[C:12]3[C:7](=[CH:8][C:9]([C@H:13]4[C@H:17]([C:18]5[C:26]6[C:21](=[CH:22][CH:23]=[CH:24][CH:25]=6)[NH:20][CH:19]=5)[C:16](=[O:27])[NH:15][C:14]4=[O:28])=[CH:10]2)[CH2:6][CH2:5][CH2:4][N:3]3[CH:2]=1 |f:1.2|. Reported procedure: A solution of (±)-cis-3-(5,6-dihydro-4H-pyrrolo[3,2,1-ij]quinolin-8-yl)-4-(1H-indol-3-yl)-pyrrolidine-2,5-dione (760 mg, 2.06 mmol) in anhydrous tetrahydrofuran (10 ml) at room temperature was treated with potassium tert-butoxide (1.0 ml, 1.00 mmol; 1M solution in tetrahydrofuran) then heated to 50° C. and stirred for a further 1 hour. The reaction was quenched with water (10 ml) and acidified with 2M hydrochloric acid, and the mixture extracted with dichloromethane (3×50 ml). The combined organ... Starting materials: O=C(O)c1c[nH]c2cc(Cl)ccc12, Fc1ccccc1C1CCNCC1. The product is O=C(c1c[nH]c2cc(Cl)ccc12)N1CCC(c2ccccc2F)CC1. Reaction SMILES: [Cl:14][c:15]1[cH:16][cH:17][c:18]2[c:19]([C:24](=[O:25])[OH:26])[cH:20][nH:21][c:22]2[cH:23]1.[F:1][c:2]1[c:3]([CH:8]2[CH2:9][CH2:10][NH:11][CH2:12][CH2:13]2)[cH:4][cH:5][cH:6][cH:7]1>>[F:1][c:2]1[c:3]([CH:8]2[CH2:9][CH2:10][N:11]([C:24]([c:19]3[c:18]4[cH:17][cH:16][c:15]([Cl:14])[cH:23][c:22]4[nH:21][cH:20]3)=[O:25])[CH2:12][CH2:13]2)[cH:4][cH:5][cH:6][cH:7]1. The reactants are CS(=O)(=O)OCc1ncccc1OCCOC1CCCCO1, CN(C)CCO, CC(C)(C)[O-], [K+], C1COCCO1. Product: CN(C)CCOCc1ncccc1OCCOC1CCCCO1. RXN SMILES: [CH3:13][S:14]([O:15][CH2:18][c:19]1[n:20][cH:21][cH:22][cH:23][c:24]1[O:25][CH2:26][CH2:27][O:28][CH:29]1[O:30][CH2:31][CH2:32][CH2:33][CH2:34]1)(=[O:16])=[O:17].[CH3:1][N:2]([CH3:3])[CH2:4][CH2:5][OH:6].[CH3:7][C:8]([CH3:9])([O-:10])[CH3:11].[K+:12].[O:35]1[CH2:36][CH2:37][O:38][CH2:39][CH2:40]1>>[CH3:1][N:2]([CH3:3])[CH2:4][CH2:5][O:6][CH2:18][c:19]1[n:20][cH:21][cH:22][cH:23][c:24]1[O:25][CH2:26][CH2:27][O:28][CH:29]1[O:30][CH2:31][CH2:32][CH2:33][CH2:34]1. Reactants: FC1(OC2=C(C1(F)F)C=CC=C2CC2CCC(CC2)=O)F (4-(2,2,3,3-tetrafluoro-2,3-dihydrobenzofuran-7-ylmethyl)cyclohexanone), C(#N)NC(=N)N (cyanoguanidine). The solvent is C(C)OCCOCCO (2-(2-ethoxyethoxy)ethanol). Yields the product NC1=NC=2CCC(CC2C(=N1)N)CC1=CC=CC=2C(C(OC21)(F)F)(F)F (2,4-diamino-6-(2,2,3,3-tetrafluoro-2,3-dihydrobenzofuran-7-ylmethyl)-5,6,7,8-tetrahydroquinazoline). As a reaction SMILES: [F:1][C:2]1([F:21])[C:6]([F:8])([F:7])[C:5]2[CH:9]=[CH:10][CH:11]=[C:12]([CH2:13][CH:14]3[CH2:19][CH2:18][C:17](=O)[CH2:16][CH2:15]3)[C:4]=2[O:3]1.[C:22]([NH:24][C:25]([NH2:27])=[NH:26])#[N:23]>C(OCCOCCO)C>[NH2:27][C:25]1[N:24]=[C:22]([NH2:23])[C:18]2[CH2:19][CH:14]([CH2:13][C:12]3[C:4]4[O:3][C:2]([F:21])([F:1])[C:6]([F:8])([F:7])[C:5]=4[CH:9]=[CH:10][CH:11]=3)[CH2:15][CH2:16][C:17]=2[N:26]=1. Procedure details: This compound is prepared in a manner analogous to that of Example 1, using 3.9 grams (0.013 mole) of 4-(2,2,3,3-tetrafluoro-2,3-dihydrobenzofuran-7-ylmethyl)cyclohexanone and 1.2 grams (0.014 mole) of cyanoguanidine in 2-(2-ethoxyethoxy)ethanol, yielding 2,4-diamino-6-(2,2,3,3-tetrafluoro-2,3-dihydrobenzofuran-7-ylmethyl)-5,6,7,8-tetrahydroquinazoline. Product: CC(C)Oc1cc(OCCc2ccsc2)cc(C(=O)Nc2ccn(Cc3ccccn3)n2)c1. Reaction SMILES: [CH:1]([CH3:2])([CH3:3])[O:4][c:5]1[cH:6][c:7]([C:8](=[O:9])[OH:10])[cH:11][c:12]([O:14][CH2:15][CH2:16][c:17]2[cH:18][s:19][cH:20][cH:21]2)[cH:13]1.[S:35]([Cl:36])([Cl:37])=[O:38].[n:22]1[c:23]([CH2:28][n:29]2[n:30][c:31]([NH2:34])[cH:32][cH:33]2)[cH:24][cH:25][cH:26][cH:27]1>>[CH:1]([CH3:2])([CH3:3])[O:4][c:5]1[cH:6][c:7]([C:8](=[O:10])[NH:34][c:31]2[n:30][n:29]([CH2:28][c:23]3[n:22][cH:27][cH:26][cH:25][cH:24]3)[cH:33][cH:32]2)[cH:11][c:12]([O:14][CH2:15][CH2:16][c:17]2[cH:18][s:19][cH:20][cH:21]2)[cH:13]1. The reactants are CC(C)Oc1cc(OCCc2ccsc2)cc(C(=O)O)c1, O=S(Cl)Cl, Nc1ccn(Cc2ccccn2)n1. Reactants: ClC1=C(C(=CC=C1)Cl)S(=O)(=O)Cl (2,6-dichlorobenzenesulfonyl chloride), [N-]=[N+]=[N-].[Na+] (sodium azide), ice water. Run in O (water), C(C)O (ethanol). Reaction conditions: time 30 minute. The product is ClC1=C(C(=CC=C1)Cl)S(=O)(=O)N=[N+]=[N-] (2,6-Dichlorobenzenesulfonyl Azide). Reaction SMILES: [Cl:1][C:2]1[CH:7]=[CH:6][CH:5]=[C:4]([Cl:8])[C:3]=1[S:9](Cl)(=[O:11])=[O:10].[N-:13]=[N+:14]=[N-:15].[Na+]>C(O)C.O>[Cl:1][C:2]1[CH:7]=[CH:6][CH:5]=[C:4]([Cl:8])[C:3]=1[S:9]([N:13]=[N+:14]=[N-:15])(=[O:11])=[O:10] |f:1.2|. Reported procedure: To a solution of 15.0 g (0.61 mole) 2,6-dichlorobenzenesulfonyl chloride in 100 ml ethanol was added a solution of 5.2 g (0.79 mole) of sodium azide dissolved in a minimum amount of water. The solution was stirred 30 minutes and then poured into a 2 liter Erlenmeyer flask containing 500 ml of ice water. The resultant white solid was recrystallized from ethanol; yield 14.29 g (93% of theory). The purified product melted at 63°-64° C. (lit. 63°-64° C.). Reactants: C, O=S(=O)(NCC(Cc1cccnc1)c1ccc(OCc2ccccc2)cc1)c1ccc(Cl)cc1, CCO, [H][H], [Pd]. Product: O=S(=O)(NCC(Cc1cccnc1)c1ccc(O)cc1)c1ccc(Cl)cc1. Reaction SMILES: [C:40].[CH2:1]([c:2]1[cH:3][cH:4][cH:5][cH:6][cH:7]1)[O:8][c:9]1[cH:10][cH:11][c:12]([CH:15]([CH2:16][NH:17][S:18](=[O:19])(=[O:20])[c:21]2[cH:22][cH:23][c:24]([Cl:27])[cH:25][cH:26]2)[CH2:28][c:29]2[cH:30][n:31][cH:32][cH:33][cH:34]2)[cH:13][cH:14]1.[CH3:37][CH2:38][OH:39].[H:35][H:36].[Pd:41]>>[OH:8][c:9]1[cH:10][cH:11][c:12]([CH:15]([CH2:16][NH:17][S:18](=[O:19])(=[O:20])[c:21]2[cH:22][cH:23][c:24]([Cl:27])[cH:25][cH:26]2)[CH2:28][c:29]2[cH:30][n:31][cH:32][cH:33][cH:34]2)[cH:13][cH:14]1. The reactants are CCCCC(=O)N(Cc1ccc(-c2ccccc2-c2nnnn2C(c2ccccc2)(c2ccccc2)c2ccccc2)cc1)C(C(=O)OCc1ccccc1)C(C)C, Cl, C1COCCO1. Yields the product CCCCC(=O)N(Cc1ccc(-c2ccccc2-c2nnn[nH]2)cc1)C(C(=O)OCc1ccccc1)C(C)C. As a reaction SMILES: [CH2:1]([c:2]1[cH:3][cH:4][cH:5][cH:6][cH:7]1)[O:8][C:9]([CH:10]([N:11]([C:12]([CH2:13][CH2:14][CH2:15][CH3:16])=[O:17])[CH2:18][c:19]1[cH:20][cH:21][c:22](-[c:25]2[c:26](-[c:31]3[n:32][n:33][n:34][n:35]3[C:36]([c:37]3[cH:38][cH:39][cH:40][cH:41][cH:42]3)([c:43]3[cH:44][cH:45][cH:46][cH:47][cH:48]3)[c:49]3[cH:50][cH:51][cH:52][cH:53][cH:54]3)[cH:27][cH:28][cH:29][cH:30]2)[cH:23][cH:24]1)[CH:55]([CH3:56])[CH3:57])=[O:58].[ClH:59].[O:60]1[CH2:61][CH2:62][O:63][CH2:64][CH2:65]1>>[CH2:1]([c:2]1[cH:3][cH:4][cH:5][cH:6][cH:7]1)[O:8][C:9]([CH:10]([N:11]([C:12]([CH2:13][CH2:14][CH2:15][CH3:16])=[O:17])[CH2:18][c:19]1[cH:20][cH:21][c:22](-[c:25]2[c:26](-[c:31]3[nH:32][n:33][n:34][n:35]3)[cH:27][cH:28][cH:29][cH:30]2)[cH:23][cH:24]1)[CH:55]([CH3:56])[CH3:57])=[O:58].